This data is from the Open Reaction Database (ORD), a public repository of structured organic reaction records. The task is: describe an organic reaction: reactants, conditions, products, and yield As a reaction SMILES: [C:1](#[C:2][CH2:3][CH3:4])[c:5]1[n:6][cH:7][cH:8][cH:9][cH:10]1.[CH3:25][CH2:26][O:27][CH2:28][CH3:29].[Cl:30][CH2:31][Cl:32].[c:11]1([CH3:24])[c:12]([S:19](=[O:20])(=[O:21])[O:22][NH2:23])[c:13]([CH3:18])[cH:14][c:15]([CH3:17])[cH:16]1>>[C:1](#[C:2][CH2:3][CH3:4])[c:5]1[n+:6]([NH2:23])[cH:7][cH:8][cH:9][cH:10]1.[c:11]1([CH3:24])[c:12]([S:19](=[O:20])(=[O:21])[O-:22])[c:13]([CH3:18])[cH:14][c:15]([CH3:17])[cH:16]1. Starting materials: CCC#Cc1ccccn1, CCOCC, ClCCl, Cc1cc(C)c(S(=O)(=O)ON)c(C)c1. Product: CCC#Cc1cccc[n+]1N, Cc1cc(C)c(S(=O)(=O)[O-])c(C)c1. Reactants: resultant solution, NaIO4, BrC=1C=C(C(=O)N(C)C[C@@H](CC=C)C2=CC=C(C=C2)F)C=C(C1)C(F)(F)F (3-bromo-N-[(2S)-2-(4-fluorophenyl)pent-4-en-1-yl]-N-methyl-5-(trifluoromethyl)benzamide), C[N+]1(CCOCC1)[O-] (4-methylmorpholine-4-oxide), OS(=O)[O-].[Na+] (NaHSO3). Reagents/catalysts: O=[Os](=O)(=O)=O (OsO4). Solvent: O (water), O (water), CC(=O)C (acetone). Conditions: time 8 hour. The product is BrC=1C=C(C(=O)N(C)C[C@@H](CC=O)C2=CC=C(C=C2)F)C=C(C1)C(F)(F)F (3-Bromo-N-[(2S)-2-(4-fluorophenyl)-4-oxobutyl]-N-methyl-5-(trifluoromethyl)benzamide). The yield is 92.0%. RXN SMILES: [Br:1][C:2]1[CH:3]=[C:4]([CH:21]=[C:22]([C:24]([F:27])([F:26])[F:25])[CH:23]=1)[C:5]([N:7]([CH2:9][C@H:10]([C:14]1[CH:19]=[CH:18][C:17]([F:20])=[CH:16][CH:15]=1)[CH2:11][CH:12]=C)[CH3:8])=[O:6].C[N+]1([O-])CC[O:32]CC1.OS([O-])=O.[Na+]>CC(C)=O.O.O=[Os](=O)(=O)=O>[Br:1][C:2]1[CH:3]=[C:4]([CH:21]=[C:22]([C:24]([F:27])([F:26])[F:25])[CH:23]=1)[C:5]([N:7]([CH2:9][C@H:10]([C:14]1[CH:19]=[CH:18][C:17]([F:20])=[CH:16][CH:15]=1)[CH2:11][CH:12]=[O:32])[CH3:8])=[O:6] |f:2.3|. Reported procedure: To a solution of 3-bromo-N-[(2S)-2-(4-fluorophenyl)pent-4-en-1-yl]-N-methyl-5-(trifluoromethyl)benzamide (0.86 g, 1.9 mmol) in acetone (45 mL) were added OsO4 (2.5% in t-butyl alcohol, 0.49 mL, 0.039 mmol) and 4-methylmorpholine-4-oxide (0.41 g, 3.5 mmol). The solution was stirred under nitrogen at RT overnight and then an aqueous solution of NaHSO3 (39%, 45 mL) was added. The mixture was stirred for 2 h, diluted with water and then extracted twice with methylene chloride. The combined organic s... Starting materials: C(C)N=C=O (ethyl isocyanate), 4-N,N-dimethylaminopyridine, C(C)N=C=O (ethyl isocyanate), OCC(CNC(OC(C)(C)C)=O)C1=CC(=CC=C1)C(F)(F)F (tert-Butyl {3-hydroxy-2-[3-(trifluoromethyl)phenyl]propyl}carbamate), N (ammonia). Solvent: N1=CC=CC=C1 (pyridine). Run at time 8 hour. Product: C(C)NC(OCC(CNC(=O)OC(C)(C)C)C1=CC(=CC=C1)C(F)(F)F)=O (3-[(tert-Butoxycarbonyl)amino]-2-[3-(trifluoromethyl)phenyl]propyl ethylcarbamate). As a reaction SMILES: [CH2:1]([N:3]=[C:4]=[O:5])[CH3:2].[OH:6][CH2:7][CH:8]([C:18]1[CH:23]=[CH:22][CH:21]=[C:20]([C:24]([F:27])([F:26])[F:25])[CH:19]=1)[CH2:9][NH:10][C:11](=[O:17])[O:12][C:13]([CH3:16])([CH3:15])[CH3:14].N>N1C=CC=CC=1>[CH2:1]([NH:3][C:4](=[O:5])[O:6][CH2:7][CH:8]([C:18]1[CH:23]=[CH:22][CH:21]=[C:20]([C:24]([F:25])([F:26])[F:27])[CH:19]=1)[CH2:9][NH:10][C:11]([O:12][C:13]([CH3:15])([CH3:14])[CH3:16])=[O:17])[CH3:2]. Procedure: 5 mg (42 μmol) of 4-N,N-dimethylaminopyridine and 66 μl (0.84 mmol) of ethyl isocyanate were added to a solution of 134 mg (0.42 mmol) of the compound of Example 17A in 2.5 ml of pyridine. The mixture was stirred at RT overnight. A further 66 μl of ethyl isocyanate were then added, and the mixture was heated at 50° C. for 24 h. After cooling to RT, 0.5 ml of ammonia solution (35% in water) was added. The volatile components were removed on a rotary evaporator. A little acetonitrile and 1 N hydro... The yield is 83.1%. Procedure: Tert-butyl 4-{2-[(3,5-bis-trifluoromethyl-benzyl)-(2-bromo-4,5-dimethoxy-benzyl)-amino]-pyrimidin-5-yloxy}-butyrate (150 mg) is dissolved in 1,4-dioxane (3 ml) and thereto are added (4-fluoro-5-isopropyl-2-methoxyphenyl)boronic acid (128 mg), [1,1′-bis(diphenylphosphino)ferrocene]dichloropalladium dichloromethane complex (32 mg) and cesium carbonate (196 mg), and the mixture is stirred under nitrogen atmosphere at 80° C. overnight. The reaction solution is cooled to room temperature, and thereto... Conditions: temperature 80 celsius, time 8 hour. Run in O (water), O1CCOCC1 (1,4-dioxane). The reactants are C(C)(=O)OCC (ethyl acetate), FC1=CC(=C(C=C1C(C)C)B(O)O)OC ((4-fluoro-5-isopropyl-2-methoxyphenyl)boronic acid), C([O-])([O-])=O.[Cs+].[Cs+] (cesium carbonate), FC(C=1C=C(CN(C2=NC=C(C=N2)OCCCC(=O)OC(C)(C)C)CC2=C(C=C(C(=C2)OC)OC)Br)C=C(C1)C(F)(F)F)(F)F (Tert-butyl 4-{2-[(3,5-bis-trifluoromethyl-benzyl)-(2-bromo-4,5-dimethoxy-benzyl)-amino]-pyrimidin-5-yloxy}-butyrate). Yields the product FC(C=1C=C(CN(C2=NC=C(C=N2)OCCCC(=O)OC(C)(C)C)CC2=C(C=C(C(=C2)OC)OC)C2=C(C=C(C(=C2)C(C)C)F)OC)C=C(C1)C(F)(F)F)(F)F (tert-butyl 4-{2-[(3,5-bis-trifluoromethyl-benzyl)-(4′-fluoro-5′-isopropyl-4,5,2′-trimethoxy-biphenyl-2-ylmethyl)-amino]-pyrimidin-5-yloxy}-butyrate). As a reaction SMILES: [F:1][C:2]([F:45])([F:44])[C:3]1[CH:4]=[C:5]([CH:37]=[C:38]([C:40]([F:43])([F:42])[F:41])[CH:39]=1)[CH2:6][N:7]([CH2:25][C:26]1[CH:31]=[C:30]([O:32][CH3:33])[C:29]([O:34][CH3:35])=[CH:28][C:27]=1Br)[C:8]1[N:13]=[CH:12][C:11]([O:14][CH2:15][CH2:16][CH2:17][C:18]([O:20][C:21]([CH3:24])([CH3:23])[CH3:22])=[O:19])=[CH:10][N:9]=1.[F:46][C:47]1[C:52]([CH:53]([CH3:55])[CH3:54])=[CH:51][C:50](B(O)O)=[C:49]([O:59][CH3:60])[CH:48]=1.C(=O)([O-])[O-].[Cs+].[Cs+].C(OCC)(=O)C>O1CCOCC1.O>[F:1][C:2]([F:45])([F:44])[C:3]1[CH:4]=[C:5]([CH:37]=[C:38]([C:40]([F:43])([F:42])[F:41])[CH:39]=1)[CH2:6][N:7]([CH2:25][C:26]1[CH:31]=[C:30]([O:32][CH3:33])[C:29]([O:34][CH3:35])=[CH:28][C:27]=1[C:50]1[CH:51]=[C:52]([CH:53]([CH3:55])[CH3:54])[C:47]([F:46])=[CH:48][C:49]=1[O:59][CH3:60])[C:8]1[N:13]=[CH:12][C:11]([O:14][CH2:15][CH2:16][CH2:17][C:18]([O:20][C:21]([CH3:24])([CH3:23])[CH3:22])=[O:19])=[CH:10][N:9]=1 |f:2.3.4|. The solvent is ClCCl (dichloromethane). Reactants: FC1=CC=C(C=O)C=C1 (4-fluorobenzaldehyde), NC=1C=CC(=NC1)SC (5-amino-2-methylthio-pyridine), C(C)(=O)O[BH-](OC(C)=O)OC(C)=O.[Na+] (sodium triacetoxyborohydride). The yield is 40.3%. As a reaction SMILES: [F:1][C:2]1[CH:9]=[CH:8][C:5]([CH:6]=O)=[CH:4][CH:3]=1.[NH2:10][C:11]1[CH:12]=[CH:13][C:14]([S:17][CH3:18])=[N:15][CH:16]=1.C(O[BH-](OC(=O)C)OC(=O)C)(=O)C.[Na+]>ClCCl>[CH3:18][S:17][C:14]1[CH:13]=[CH:12][C:11]([NH:10][CH2:6][C:5]2[CH:8]=[CH:9][C:2]([F:1])=[CH:3][CH:4]=2)=[CH:16][N:15]=1 |f:2.3|. Yields the product CSC1=NC=C(C=C1)NCC1=CC=C(C=C1)F (5-[(4-fluorobenzyl)amino]-pyridin-2-yl methyl sulfide). Reported procedure: To 344 μL (3.20 mmol) of 4-fluorobenzaldehyde and 449 mg (3.20 mmol) of 5-amino-2-methylthio-pyridine dissolved in 8 mL dichloromethane was added 1.11 g (5.25 mmol) sodium triacetoxyborohydride. The reaction mixture was stirred at room temperature for 5 h, and partitioned between ethyl acetate and water, dried over MgSO4 and concentrated to obtain 320 mg of 5-[(4-fluorobenzyl)amino]-pyridin-2-yl methyl sulfide, pure by 1H NMR. Run at time 5 hour. Reactants: hydrochloride salt, C1CCCC2NC(CNC3C(NCC(NC21)=O)CC=CC3)=O (1,2,3,4,4a,5,6,7,8,8a,9,12,12a,13,14,15,-16,16a-Octadecahydrodibenzo[b,h][1,4,7,10 ]-tetraaza-cyclododecin-6,15-dione), [H-].[H-].[H-].[H-].[Li+].[Al+3] (LAH), C(C)O (ethanol), Cl (hydrochloric acid). Solvent: C(C)OCC (ethyl ether), CCCCCC (hexane), O1CCCC1 (tetrahydrofuran). Yields the product Cl.Cl.Cl.C1CCCC2NCCNC3C(NCCNC21)CC=CC3 (1,2,3,4,4a,5,6,7,8,8a,9,12,12a,13,14,15,-16,16a-Octadecahydrodibenzo[b,h][1,4,7,10]-tetraazacyclo-dodecin-trihydrochloride). RXN SMILES: [CH2:1]1[CH:16]2[CH:5]([NH:6][C:7](=O)[CH2:8][NH:9][CH:10]3[CH2:21][CH:20]=[CH:19][CH2:18][CH:11]3[NH:12][CH2:13][C:14](=O)[NH:15]2)[CH2:4][CH2:3][CH2:2]1.[H-].[H-].[H-].[H-].[Li+].[Al+3].C(O)C.[ClH:32]>O1CCCC1.C(OCC)C.CCCCCC>[ClH:32].[ClH:32].[ClH:32].[CH2:21]1[CH:10]2[CH:11]([NH:12][CH2:13][CH2:14][NH:15][CH:16]3[CH2:1][CH:2]=[CH:3][CH2:4][CH:5]3[NH:6][CH2:7][CH2:8][NH:9]2)[CH2:18][CH2:19][CH2:20]1 |f:1.2.3.4.5.6,12.13.14.15|. Procedure: A mixture containing compound (C) (3.45 g., 11.3 mmol.) and 1M L/A/H4 (40ml.) in tetrahydrofuran (100 ml.) was refluxed for 21 hours under a dry nitrogen atmosphere. The solution was cooled and the excess LAH was decomposed by the careful addition of a saturated aqueous solution of Rochelles's salt (10 ml.). Absolute ethanol (50 ml.) was added to the suspension and the mixture was refluxed overnight. After filtration, the residual product in the filter cake was extracted by treatment of the soli... The reactants are C(C)(C)(C)C1=C(O)C=CC(=C1)O (t-butylhydroquinone), [OH-].[K+] (potassium hydroxide), [Cl-].[Na+] (sodium chloride), C1(=CC=CC=C1)C (toluene), ClCCC[Si](C=C)(C)C (chloropropyldimethyl-vinylsilane). Solvent: O (water), COCCO (2-methoxyethanol). Conditions: temperature 30 celsius. The product is C(C)(C)(C)C1=C(C=CC(=C1)OCCC[SiH2]C=C(C)C)O (2-t-butyl-4-(3'-dimethylvinylsilylpropoxy)phenol). Yield: 66.0%. Reaction SMILES: [C:1]([C:5]1[CH:11]=[C:10]([OH:12])[CH:9]=[CH:8][C:6]=1[OH:7])([CH3:4])([CH3:3])[CH3:2].[OH-].[K+].Cl[CH2:16][CH2:17][CH2:18][Si:19](C)(C)C=C.[Cl-].[Na+].[C:26]1([CH3:32])[CH:31]=CC=C[CH:27]=1>O.COCCO>[C:1]([C:5]1[CH:11]=[C:10]([O:12][CH2:16][CH2:17][CH2:18][SiH2:19][CH:31]=[C:26]([CH3:27])[CH3:32])[CH:9]=[CH:8][C:6]=1[OH:7])([CH3:4])([CH3:2])[CH3:3] |f:1.2,4.5|. Reported procedure: A 500-mL, 3-neck flask fitted with mechanical stirring and an inert gas inlet topped reflux condenser, was charged with t-butylhydroquinone (BHQ) (25.0 g, 0.15 mol), 2-methoxyethanol (125 mL), water (125 mL) and potassium hydroxide pellets (9.5 g, 0.17 mol). The mixture was stirred under inert gas (argon; nitrogen could also be used) to effect solution, the chloropropyldimethyl-vinylsilane (25.0 g, 0.15 mol) was added in one portion. The red-amber solution was heated to the reflux temperature an... Reactants: NCC=1OC=C(C(C1)=O)OCC1=CC=CC=C1 (2-aminomethyl-5-benzyloxy-pyran-4-one), ClC1=CC=C(C=C1)S(=O)(=O)Cl (4-chloro-benzenesulfonyl chloride), C(C1=CC=CC=C1)OC=1C(C=C(OC1)CNS(=O)(=O)C1=CC=CC=C1)=O (N-(5-benzyloxy-4-oxo-4H-pyran-2-ylmethyl)-benzene sulfonamide). Yields the product C(C1=CC=CC=C1)OC=1C(C=C(OC1)CNS(=O)(=O)C1=CC=C(C=C1)Cl)=O (N-(5-Benzyloxy-4-oxo-4H-pyran-2-ylmethyl)-4-chloro-benzenesulfonamide). Isolated yield 56.9%. RXN SMILES: [NH2:1][CH2:2][C:3]1[O:4][CH:5]=[C:6]([O:10][CH2:11][C:12]2[CH:17]=[CH:16][CH:15]=[CH:14][CH:13]=2)[C:7](=[O:9])[CH:8]=1.[Cl:18][C:19]1[CH:24]=[CH:23][C:22]([S:25](Cl)(=[O:27])=[O:26])=[CH:21][CH:20]=1.C(OC1C(=O)C=C(CNS(C2C=CC=CC=2)(=O)=O)OC=1)C1C=CC=CC=1>>[CH2:11]([O:10][C:6]1[C:7](=[O:9])[CH:8]=[C:3]([CH2:2][NH:1][S:25]([C:22]2[CH:23]=[CH:24][C:19]([Cl:18])=[CH:20][CH:21]=2)(=[O:27])=[O:26])[O:4][CH:5]=1)[C:12]1[CH:17]=[CH:16][CH:15]=[CH:14][CH:13]=1. Reported procedure: N-(5-Benzyloxy-4-oxo-4H-pyran-2-ylmethyl)-4-chloro-benzenesulfonamide (7-07) (20.0 g, 56.92%) was synthesized as a brown solid from 2-aminomethyl-5-benzyloxy-pyran-4-one (5) (20.0 g, 86.58 mmol) and 4-chloro-benzenesulfonyl chloride (6-07) (45.67 g, 216.45 mmol) following the procedure described for N-(5-benzyloxy-4-oxo-4H-pyran-2-ylmethyl)-benzenesulfonamide (7-01).